This data is from the Open Reaction Database (ORD), a public repository of structured organic reaction records. The task is: describe an organic reaction: reactants, conditions, products, and yield The reactants are FC1=C(C(=O)O)C=CC(=C1)O (2-fluoro-4-hydroxybenzoic acid), C(CCC)N1C(N(C(C=2NC(=NC12)Cl)=O)CCCCC(NO)=N)=O (5-(3-Butyl-8-chloro-2,6-dioxo-2,3,6,7-tetrahydro-1H-purin-1-yl)-N-hydroxypentanimidamide). Run in CS(=O)C (DMSO), CS(=O)C (DMSO). Conditions: time 2 hour. Yields the product C(CCC)N1C(N(C(C=2NC(=NC12)Cl)=O)CCCCC1=NOC(=N1)C1=C(C=C(C=C1)O)F)=O (3-Butyl-8-chloro-1-{4-[5-(2-fluoro-4-hydroxyphenyl)-1,2,4-oxadiazol-3-yl]butyl}-3,7-dihydro-1H-purine-2,6-dione). Yield: 31.9%. As a reaction SMILES: [F:1][C:2]1[CH:10]=[C:9]([OH:11])[CH:8]=[CH:7][C:3]=1[C:4]([OH:6])=O.[CH2:12]([N:16]1[C:24]2[N:23]=[C:22]([Cl:25])[NH:21][C:20]=2[C:19](=[O:26])[N:18]([CH2:27][CH2:28][CH2:29][CH2:30][C:31](=[NH:34])[NH:32]O)[C:17]1=[O:35])[CH2:13][CH2:14][CH3:15]>CS(C)=O>[CH2:12]([N:16]1[C:24]2[N:23]=[C:22]([Cl:25])[NH:21][C:20]=2[C:19](=[O:26])[N:18]([CH2:27][CH2:28][CH2:29][CH2:30][C:31]2[N:32]=[C:4]([C:3]3[CH:7]=[CH:8][C:9]([OH:11])=[CH:10][C:2]=3[F:1])[O:6][N:34]=2)[C:17]1=[O:35])[CH2:13][CH2:14][CH3:15]. Procedure details: CDl (45 mg, 0.28 mmol) in anhydrous DMSO (0.5 ml) was added to 2-fluoro-4-hydroxybenzoic acid (40 mg, 0.25 mmol) and stirred at rt for 2 h. 5-(3-Butyl-8-chloro-2,6-dioxo-2,3,6,7-tetrahydro-1H-purin-1-yl)-N-hydroxypentanimidamide (100 mg, 0.28 mmol) in DMSO (0.4 ml) was added and the resulting mixture heated at 90° C. for 18 h. Purification by MDAP afforded the title compound as a solid (38 mg, 28%).